From a dataset of the Open Reaction Database (ORD), a public repository of structured organic reaction records. describe an organic reaction: reactants, conditions, products, and yield Starting materials: COC(=O)C1=C(C(=NC2=CC=C(C=C12)F)C1=CC=C(C=C1)C=1C=NC=CC1)N (3-amino-6-fluoro-2-[4-(3-pyridinyl)-phenyl]-4-quinolinecarboxylic acid methyl ester), [OH-].[Na+] (sodium hydroxide). Solvent: C(C)O (ethanol). Run at temperature 20 celsius. Product: NC=1C(=NC2=CC=C(C=C2C1C(=O)O)F)C1=CC=C(C=C1)C=1C=NC=CC1 (3-Amino-6-fluoro-2-[4-(3-pvridinvl)phenyl]-4-quinolinecarboxylic acid). Isolated yield 81.4%. RXN SMILES: C[O:2][C:3]([C:5]1[C:14]2[C:9](=[CH:10][CH:11]=[C:12]([F:15])[CH:13]=2)[N:8]=[C:7]([C:16]2[CH:21]=[CH:20][C:19]([C:22]3[CH:23]=[N:24][CH:25]=[CH:26][CH:27]=3)=[CH:18][CH:17]=2)[C:6]=1[NH2:28])=[O:4].[OH-].[Na+]>C(O)C>[NH2:28][C:6]1[C:7]([C:16]2[CH:17]=[CH:18][C:19]([C:22]3[CH:23]=[N:24][CH:25]=[CH:26][CH:27]=3)=[CH:20][CH:21]=2)=[N:8][C:9]2[C:14]([C:5]=1[C:3]([OH:4])=[O:2])=[CH:13][C:12]([F:15])=[CH:11][CH:10]=2 |f:1.2|. Procedure: To a solution of 0.097 g of 3-amino-6-fluoro-2-[4-(3-pyridinyl)-phenyl]-4-quinolinecarboxylic acid methyl ester in 10 ml of ethanol was added 1.0 ml of 2.5N aqueous sodium hydroxide. The solution was stirred at reflux for 0.5 hour. The solution was concentrated to a small volume in vacuo and then diluted with 10 ml of water. The solution was acidified with 0.2 ml of glacial acetic acid, warmed briefly and cooled to 20° C. The solid was collected, washed with water, and dried in vacuo, giving 0.0... Reactants: CN, O=C(O)CC1CSC(c2cc3cc(Cl)cc(NC4CCCC4)c3[nH]2)=N1. The product is CNC(=O)CC1CSC(c2cc3cc(Cl)cc(NC4CCCC4)c3[nH]2)=N1. As a reaction SMILES: [CH3:26][NH2:27].[Cl:1][c:2]1[cH:3][c:4]2[cH:5][c:6]([C:17]3=[N:21][CH:20]([CH2:22][C:23](=[O:24])[OH:25])[CH2:19][S:18]3)[nH:7][c:8]2[c:9]([NH:11][CH:12]2[CH2:13][CH2:14][CH2:15][CH2:16]2)[cH:10]1>>[Cl:1][c:2]1[cH:3][c:4]2[cH:5][c:6]([C:17]3=[N:21][CH:20]([CH2:22][C:23](=[O:25])[NH:27][CH3:26])[CH2:19][S:18]3)[nH:7][c:8]2[c:9]([NH:11][CH:12]2[CH2:13][CH2:14][CH2:15][CH2:16]2)[cH:10]1.